Dataset: the Open Reaction Database (ORD), a public repository of structured organic reaction records. Task: describe an organic reaction: reactants, conditions, products, and yield Starting materials: Cl (hydrochloric acid), solution, BrC=1C=C(C(=C(C=O)C1)O)OC (5-bromo-2-hydroxy-3-methoxybenzaldehyde), C(C)O (ethanol), [BH4-].[Na+] (sodium borohydride). Solvent: C1CCOC1 (THF). Run at time 2 hour. Yields the product BrC1=CC(=C(C(=C1)OC)O)CO (4-Bromo-2-hydroxymethyl-6-methoxyphenol). Isolated yield 99.1%. Reaction SMILES: [Br:1][C:2]1[CH:3]=[C:4]([O:11][CH3:12])[C:5]([OH:10])=[C:6]([CH:9]=1)[CH:7]=[O:8].C(O)C.[BH4-].[Na+].Cl>C1COCC1>[Br:1][C:2]1[CH:3]=[C:4]([O:11][CH3:12])[C:5]([OH:10])=[C:6]([CH2:7][OH:8])[CH:9]=1 |f:2.3|. Reported procedure: To a 200 ml solution of 50 g of 5-bromo-2-hydroxy-3-methoxybenzaldehyde in an ethanol:THF=1:1 mixed solvent there was added 16.4 g of sodium borohydride while cooling on ice. After stirring for 2 hours at room temperature, 1N hydrochloric acid was added to the reaction mixture while cooling on ice. The organic layer was extracted with ethyl acetate and dried over anhydrous magnesium sulfate. The desiccant was filtered out and the filtrate was concentrated under reduced pressure to obtain the tar... The reactants are [N-]=[N+]=[N-].[Na+] (Sodium azide), C1(=CC=CC2=CC=CC=C12)S(=O)(=O)C1=NNC2=CC=C(C=C12)OCCOS(=O)(=O)C1=CC=C(C=C1)C (toluene-4-sulfonic acid 2-[3-(naphthalene-1-sulfonyl)-1H-indazol-5-yloxy]-ethyl ester), O (water). Solvent: CN(C)C=O (DMF). Run at temperature 80 celsius, time 12 hour. Yields the product N(=[N+]=[N-])CCOC=1C=C2C(=NNC2=CC1)S(=O)(=O)C1=CC=CC2=CC=CC=C12 (5-(2-azido-ethoxy)-3-(naphthalene-1-sulfonyl)-1H-indazole). Yield: 86.4%. As a reaction SMILES: [N-:1]=[N+:2]=[N-:3].[Na+].[C:5]1([S:15]([C:18]2[C:26]3[C:21](=[CH:22][CH:23]=[C:24]([O:27][CH2:28][CH2:29]OS(C4C=CC(C)=CC=4)(=O)=O)[CH:25]=3)[NH:20][N:19]=2)(=[O:17])=[O:16])[C:14]2[C:9](=[CH:10][CH:11]=[CH:12][CH:13]=2)[CH:8]=[CH:7][CH:6]=1.O>CN(C=O)C>[N:1]([CH2:29][CH2:28][O:27][C:24]1[CH:25]=[C:26]2[C:21](=[CH:22][CH:23]=1)[NH:20][N:19]=[C:18]2[S:15]([C:5]1[C:14]2[C:9](=[CH:10][CH:11]=[CH:12][CH:13]=2)[CH:8]=[CH:7][CH:6]=1)(=[O:16])=[O:17])=[N+:2]=[N-:3] |f:0.1|. Procedure details: Sodium azide (0.79 g, 12 mmol) was added to a solution of toluene-4-sulfonic acid 2-[3-(naphthalene-1-sulfonyl)-1H-indazol-5-yloxy]-ethyl ester (2.06 g, 3.94 mmol) in DMF (20 mL). The reaction mixture was stirred at 80° C. for 12 hours in a sealed tube. After cooling to ambient temperature, it was poured into excess water and extracted with ethyl acetate. The organic phase was washed with 10% ammonium chloride/water solution, water and brine. It was dried with anhydrous magnesium sulfate, filter...